This data is from the Open Reaction Database (ORD), a public repository of structured organic reaction records. The task is: describe an organic reaction: reactants, conditions, products, and yield Starting materials: ClC=1C=C(C=CC1Cl)C=1N=C(SC1)CC1=CC=C(C(=O)OC)C=C1 (methyl 4-{[4-(3,4-dichlorophenyl)-1,3-thiazol-2-yl]methyl}benzoate), C(C)O (ethanol), [OH-].[Na+] (sodium hydroxide). The solvent is O1CCCC1 (tetrahydrofuran). Conditions: time 8 hour. Yields the product ClC=1C=C(C=CC1Cl)C=1N=C(SC1)CC1=CC=C(C(=O)O)C=C1 (4-{[4-(3,4-dichlorophenyl)-1,3-thiazol-2-yl]methyl}benzoic acid). Isolated yield 77.0%. Reaction SMILES: [Cl:1][C:2]1[CH:3]=[C:4]([C:9]2[N:10]=[C:11]([CH2:14][C:15]3[CH:24]=[CH:23][C:18]([C:19]([O:21]C)=[O:20])=[CH:17][CH:16]=3)[S:12][CH:13]=2)[CH:5]=[CH:6][C:7]=1[Cl:8].C(O)C.[OH-].[Na+]>O1CCCC1>[Cl:1][C:2]1[CH:3]=[C:4]([C:9]2[N:10]=[C:11]([CH2:14][C:15]3[CH:24]=[CH:23][C:18]([C:19]([OH:21])=[O:20])=[CH:17][CH:16]=3)[S:12][CH:13]=2)[CH:5]=[CH:6][C:7]=1[Cl:8] |f:2.3|. Procedure: To the compound (352 mg, 0.931 mmol) obtained in Example 179a were added ethanol (4 mL), tetrahydrofuran (1 mL) and 2N aqueous sodium hydroxide solution (0.93 mL, 1.86 mmol), and the mixture was stirred overnight. The reaction mixture was extracted with water, and washed with ether. The aqueous layer was acidified with 6N hydrochloric acid, and extracted with ethyl acetate. The extract was washed with saturated brine, dried over sodium sulfate, and concentrated under reduced pressure. The residu...